describe an organic reaction: reactants, conditions, products, and yield From a dataset of the Open Reaction Database (ORD), a public repository of structured organic reaction records. Starting materials: N1=CC=C(C=C1)CCC=1NCCCCN1 (4,5,6,7-tetrahydro-2[2-(4-pyridyl)ethyl]-1H-1,3-diazepine), C1(=C(C(=C(C(=C1F)F)F)N)F)N.Cl.Cl (dihydrochloride), [H][H] (hydrogen). The reagents and catalysts are O=[Pt]=O (PtO2). Run in C(C)O (ethanol). Yields the product N1C(=NCCCC1)CCC1CCNCC1 (4-[2-(4,5,6,7-tetrahydro-1H-1,3-diazepin-2-yl)ethyl]piperidine). Yield: 76.7%. Reaction SMILES: [N:1]1[CH:6]=[CH:5][C:4]([CH2:7][CH2:8][C:9]2[NH:10][CH2:11][CH2:12][CH2:13][CH2:14][N:15]=2)=[CH:3][CH:2]=1.[H][H].C1(N)C(F)=C(F)C(F)=C(N)C=1F.Cl.Cl>C(O)C.O=[Pt]=O>[NH:15]1[CH2:14][CH2:13][CH2:12][CH2:11][N:10]=[C:9]1[CH2:8][CH2:7][CH:4]1[CH2:3][CH2:2][NH:1][CH2:6][CH2:5]1 |f:2.3.4|. Procedure details: The 4,5,6,7-tetrahydro-2[2-(4-pyridyl)ethyl]-1H-1,3-diazepine (1.9 g, 0.009M) and PtO2 (0.25 g) in ethanol (20 ml) and 2NHCl (15 ml) was reduced at 45 psig of hydrogen. After the hydrogenation, the solvent was removed and the residue was crystallized from ethanol-ether to give 1.5 g of 4-[2-(4,5,6,7-tetrahydro-1H-1,3-diazepin-2-yl)ethyl]piperidine (60% yield) as dihydrochloride salt. Starting materials: ( a ), ClCCCOC1=C(C=CC=C1)[N+](=O)[O-] (1-chloro-3-(2-nitrophenoxy)propane), CC1=CC=C(C=C1)C(OC1CCNCC1)C1=CC=CC=C1 (4-[(4-methylphenyl)-phenylmethoxy]piperidine), ClCCCOC1=C(C=CC=C1)[N+](=O)[O-] (1-chloro-3-(2-nitrophenoxy)propane). The product is CC1=CC=C(C=C1)C(OC1CCN(CC1)CCCOC1=C(C=CC=C1)[N+](=O)[O-])C1=CC=CC=C1 (4-[(4-methylphenyl)-phenylmethoxy]-1-[3-(2-nitrophenoxy)propyl]piperidine). RXN SMILES: [CH3:1][C:2]1[CH:7]=[CH:6][C:5]([CH:8]([C:16]2[CH:21]=[CH:20][CH:19]=[CH:18][CH:17]=2)[O:9][CH:10]2[CH2:15][CH2:14][NH:13][CH2:12][CH2:11]2)=[CH:4][CH:3]=1.Cl[CH2:23][CH2:24][CH2:25][O:26][C:27]1[CH:32]=[CH:31][CH:30]=[CH:29][C:28]=1[N+:33]([O-:35])=[O:34]>>[CH3:1][C:2]1[CH:3]=[CH:4][C:5]([CH:8]([C:16]2[CH:21]=[CH:20][CH:19]=[CH:18][CH:17]=2)[O:9][CH:10]2[CH2:11][CH2:12][N:13]([CH2:23][CH2:24][CH2:25][O:26][C:27]3[CH:32]=[CH:31][CH:30]=[CH:29][C:28]=3[N+:33]([O-:35])=[O:34])[CH2:14][CH2:15]2)=[CH:6][CH:7]=1. Procedure details: The procedure of Example 24 (a) was repeated except for using 4-[(4-methylphenyl)-phenylmethoxy]piperidine and 1-chloro-3-(2-nitrophenoxy)propane instead of 4-[(2-chlorophenyl)-phenylmethoxy]piperidine and 1-chloro-3-(2-nitrophenoxy)propane to give oily 4-[(4-methylphenyl)-phenylmethoxy]-1-[3-(2-nitrophenoxy)propyl]piperidine. The reactants are COCCl, [H-], [Na+], CN(C)C=O, O=Cc1ccccc1O, [OH]. Product: O=Cc1ccccc1. As a reaction SMILES: [CH3:7][O:8][CH2:9][Cl:10].[H-:20].[Na+:21].[O:1]=[CH:2][N:3]([CH3:4])[CH3:5].[OH:11][c:12]1[c:13]([CH:14]=[O:15])[cH:16][cH:17][cH:18][cH:19]1.[OH:6]>>[cH:12]1[c:13]([CH:14]=[O:15])[cH:16][cH:17][cH:18][cH:19]1. The solvent is CC(=O)O (AcOH). RXN SMILES: [Br:1]Br.[CH2:3]([N:10]1[CH:18]=[N:17][C:16]2[C:11]1=[N:12][C:13]([CH3:20])=[N:14][C:15]=2[NH2:19])[C:4]1[CH:9]=[CH:8][CH:7]=[CH:6][CH:5]=1.CC([O-])=O.[Na+]>CC(O)=O>[CH2:3]([N:10]1[C:18]([Br:1])=[N:17][C:16]2[C:11]1=[N:12][C:13]([CH3:20])=[N:14][C:15]=2[NH2:19])[C:4]1[CH:5]=[CH:6][CH:7]=[CH:8][CH:9]=1 |f:2.3|. The reactants are BrBr (Bromine), C(C1=CC=CC=C1)N1C2=NC(=NC(=C2N=C1)N)C (9-benzyl-2-methyladenine), CC(=O)[O-].[Na+] (NaOAc). Reaction conditions: temperature 70 celsius. Procedure: Bromine (0.2 ml) was added to a solution of 9-benzyl-2-methyladenine 60 mg (0.25 mmol) and NaOAc (0.22 g) in AcOH (5 ml), and the mixture was heated at 70° C. for 40 min. The solvent was evaporated under vacuum, and the residue was extracted by EtOAc. The resulting organic layer was evaporated under vacuum, and the residue was purified by column chromatography (CH2Cl2 :MeOH=50:1) to obtain 9-benzyl-8-bromo-2-methyladenine as an orange solid (60 mg). A mixture of the resulting 9-benzyl-8-bromo-2-... Product: C(C1=CC=CC=C1)N1C2=NC(=NC(=C2N=C1Br)N)C (9-benzyl-8-bromo-2-methyladenine). The yield is 16.0%.